This data is from the Open Reaction Database (ORD), a public repository of structured organic reaction records. The task is: describe an organic reaction: reactants, conditions, products, and yield Reactants: CN1CCN(CC1)C=1SC(C(N1)=O)=CC1=CC=C(C=C1)N1CCC(CC1)=O (1-{4-[2-(4-methyl-piperazin-1-yl)-4-oxo-4H-thiazol-5-ylidenemethyl]-phenyl}-piperidin-4-one), CN1CCN(CC1)C=1SC(C(N1)=O)=CC1=CC=C(C=C1)N1CCC(CC1)=O (1-{4-[2-(4-methyl-piperazin-1-yl)-4-oxo-4H-thiazol-5-ylidenemethyl]-phenyl}-piperidin-4-one), O[C@H](COC1=CC=CC=2NC(NC21)=O)CN ((S)-4-[2-hydroxy-3-aminopropoxy]-1,3-dihydro-2H-benzimidazol-2-one). Product: O[C@H](COC1=CC=CC=2NC(NC21)=O)CNC2CCN(CC2)C2=CC=C(C=C2)C=C2C(N=C(S2)N2CCN(CC2)C)=O (4-[(2S)-2-Hydroxy-3-(1-{4-[2-(4-methyl-piperazin-1-yl)-4-oxo-4H-thiazol-5-ylidenemethyl]-phenyl}-piperidin-4-ylamino)-propoxy]-1,3-dihydro-benzoimidazol-2-one). As a reaction SMILES: [CH3:1][N:2]1[CH2:7][CH2:6][N:5]([C:8]2[S:9][C:10](=[CH:14][C:15]3[CH:20]=[CH:19][C:18]([N:21]4[CH2:26][CH2:25][C:24](=O)[CH2:23][CH2:22]4)=[CH:17][CH:16]=3)[C:11](=[O:13])[N:12]=2)[CH2:4][CH2:3]1.[OH:28][C@@H:29]([CH2:42][NH2:43])[CH2:30][O:31][C:32]1[C:40]2[NH:39][C:38](=[O:41])[NH:37][C:36]=2[CH:35]=[CH:34][CH:33]=1>>[OH:28][C@@H:29]([CH2:42][NH:43][CH:24]1[CH2:23][CH2:22][N:21]([C:18]2[CH:19]=[CH:20][C:15]([CH:14]=[C:10]3[S:9][C:8]([N:5]4[CH2:4][CH2:3][N:2]([CH3:1])[CH2:7][CH2:6]4)=[N:12][C:11]3=[O:13])=[CH:16][CH:17]=2)[CH2:26][CH2:25]1)[CH2:30][O:31][C:32]1[C:40]2[NH:39][C:38](=[O:41])[NH:37][C:36]=2[CH:35]=[CH:34][CH:33]=1. Procedure: The title compound was prepared from 1-{4-[2-(4-methyl-piperazin-1-yl)-4-oxo-4H-thiazol-5-ylidenemethyl]-phenyl}-piperidin-4-one(which was obtained in Intermediate 29) and (S)-4-[2-hydroxy-3-aminopropoxy]-1,3-dihydro-2H-benzimidazol-2-one (Jesudason, C. D., et al., EP 0 764 640) according to the procedure of Example 1 as a yellowish solid; mp >150° C. (dec.); 1H NMR (300 MHz, DMSO-d6) δ 1.20-1.40 (m, 2 H), 1.85-2.00 (m, 2 H), 2.24 (s, 3 H), 2.40-3.00 (m, 11H), 3.50-4.10 (m, 7H), 6.56 (d, J=8.1 H... Starting materials: Cl (hydrochloric acid), OC1=C(C=CC=C1)N1N=C(C(=C1C)CCC(=O)OC)C (methyl 3-(1-(2-hydroxyphenyl)-3,5-dimethyl-1Hpyrazol-4-yl)propanoate), O (water), [OH-].[Na+] (sodium hydroxide). The solvent is CO (methanol). Run at time 3.5 hour. The product is OC1=C(C=CC=C1)N1N=C(C(=C1C)CCC(=O)O)C (3-(1-(2-Hydroxyphenyl)-3,5-dimethyl-1H-pyrazol-4-yl)propionic acid). The yield is 26.4%. Reaction SMILES: [OH:1][C:2]1[CH:7]=[CH:6][CH:5]=[CH:4][C:3]=1[N:8]1[C:12]([CH3:13])=[C:11]([CH2:14][CH2:15][C:16]([O:18]C)=[O:17])[C:10]([CH3:20])=[N:9]1.[OH-].[Na+].O.Cl>CO>[OH:1][C:2]1[CH:7]=[CH:6][CH:5]=[CH:4][C:3]=1[N:8]1[C:12]([CH3:13])=[C:11]([CH2:14][CH2:15][C:16]([OH:18])=[O:17])[C:10]([CH3:20])=[N:9]1 |f:1.2|. Procedure details: 29.9 mg of methyl 3-(1-(2-hydroxyphenyl)-3,5-dimethyl-1Hpyrazol-4-yl)propanoate was dissolved in 0.6 ml of methanol, and to the mixture was added 0.29 ml of 1N-sodium hydroxide and stirred at room temperature for 3.5 hours. To the reaction mixture was added 20 ml of water, neutralized with 1N-hydrochloric acid, and extracted with 20 ml of ethyl acetate. After the organic layer was dried over anhydrous magnesium sulfate, the solvent was distilled off under reduced pressure to yield 7.5 mg of the ... Starting materials: CC(C(=O)O)c1cccc(C(=O)c2ccccc2)c1, CN1CCN(Cc2cc(C(=O)OCCO)cc(Br)c2N)CC1, c1c[n-]cn1. The product is CC(C(=O)OCCOC(=O)c1cc(Br)c(N)c(CN2CCN(C)CC2)c1)c1cccc(C(=O)c2ccccc2)c1. Reaction SMILES: [C:6]([c:7]1[cH:8][cH:9][cH:10][cH:11][cH:12]1)(=[O:13])[c:14]1[cH:15][c:16]([CH:20]([C:21](=[O:22])[OH:23])[CH3:24])[cH:17][cH:18][cH:19]1.[NH2:25][c:26]1[c:27]([Br:46])[cH:28][c:29]([C:30](=[O:31])[O:32][CH2:33][CH2:34][OH:35])[cH:36][c:37]1[CH2:38][N:39]1[CH2:40][CH2:41][N:42]([CH3:45])[CH2:43][CH2:44]1.[n-:1]1[cH:2][cH:3][n:4][cH:5]1>>[C:6]([c:7]1[cH:8][cH:9][cH:10][cH:11][cH:12]1)(=[O:13])[c:14]1[cH:15][c:16]([CH:20]([C:21]([O:22][CH2:34][CH2:33][O:32][C:30]([c:29]2[cH:28][c:27]([Br:46])[c:26]([NH2:25])[c:37]([CH2:38][N:39]3[CH2:40][CH2:41][N:42]([CH3:45])[CH2:43][CH2:44]3)[cH:36]2)=[O:31])=[O:23])[CH3:24])[cH:17][cH:18][cH:19]1. The reactants are C(C)(C)(C)OC(=O)NCCN (2-(tert-butoxycarbonylamino)ethylamine), C1(=CC=C(C=C1)S(=O)(=O)OCCN=[N+]=[N-])C (2-azidoethyl p-toluenesulphonate), C([O-])([O-])=O.[K+].[K+] (potassium carbonate). The solvent is [N+](=O)([O-])C (nitromethane). The product is C(C)(C)(C)OC(=O)NCCN(CCN=[N+]=[N-])CCN=[N+]=[N-] (2-(tert-Butoxycarbonylamino)ethyl bis(2-azidoethyl)amine). As a reaction SMILES: [C:1]([O:5][C:6]([NH:8][CH2:9][CH2:10][NH2:11])=[O:7])([CH3:4])([CH3:3])[CH3:2].C1(C)C=CC(S(O[CH2:22][CH2:23][N:24]=[N+:25]=[N-:26])(=O)=O)=CC=1.C(=O)([O-])[O-].[K+].[K+]>[N+](C)([O-])=O>[C:1]([O:5][C:6]([NH:8][CH2:9][CH2:10][N:11]([CH2:22][CH2:23][N:24]=[N+:25]=[N-:26])[CH2:22][CH2:23][N:24]=[N+:25]=[N-:26])=[O:7])([CH3:4])([CH3:3])[CH3:2] |f:2.3.4|. Procedure details: A mixture of 2-(tert-butoxycarbonylamino)ethylamine (10 mg; 0.6 mmol), 2-azidoethyl p-toluenesulphonate (370 mg; 1.5 mmol; 1.25 equiv) and potassium carbonate (2.4 mmol, 2 equiv) is taken to reflux in nitromethane for 16 hours. The solution is then concentrated and the residual product dissolved in dichloromethane (10 ml), washed with water (5 ml) and purified by column chromatography (EtOAc-hexane 1:3) leading to the title product (130 mg, 70%). Starting materials: C(C)(C)(C)C1=C(C(=CC(=C1)COC)C(C)(C)C)O (2,6-di-tert.butyl-4-methoxymethylphenol), C(C)(C)(C)C1=C(C(=CC(=C1)CO)C(C)(C)C)O (2,6-di-tert.butyl-4-hydroxymethylphenol), C(C(C)C)=O (isobutyraldehyde). The reagents and catalysts are [OH-].[K+] (potassium hydroxide). Product: C(C)(C)(C)C=1C=C(C=C(C1O)C(C)(C)C)CC(C=O)(C)C (3-(3,5-di-tert.butyl-4-hydroxyphenyl)-2,2-dimethylpropionaldehyde). RXN SMILES: [C:1]([C:5]1[CH:10]=[C:9]([CH2:11]OC)[CH:8]=[C:7]([C:14]([CH3:17])([CH3:16])[CH3:15])[C:6]=1[OH:18])([CH3:4])([CH3:3])[CH3:2].C(C1[CH:28]=[C:27]([CH2:29][OH:30])[CH:26]=C(C(C)(C)C)C=1O)(C)(C)C.C(=O)C(C)C>[OH-].[K+]>[C:1]([C:5]1[CH:10]=[C:9]([CH2:11][C:27]([CH3:28])([CH3:26])[CH:29]=[O:30])[CH:8]=[C:7]([C:14]([CH3:16])([CH3:17])[CH3:15])[C:6]=1[OH:18])([CH3:3])([CH3:4])[CH3:2] |f:3.4|. Procedure details: A process comprising reacting 2,6-di-tert.butyl-4-methoxymethylphenol or 2,6-di-tert.butyl-4-hydroxymethylphenol with isobutyraldehyde in the presence of potassium hydroxide as a catalyst to yield 3-(3,5-di-tert.butyl-4-hydroxyphenyl)-2,2-dimethylpropionaldehyde.